From a dataset of the Open Reaction Database (ORD), a public repository of structured organic reaction records. describe an organic reaction: reactants, conditions, products, and yield Starting materials: ClC=1C=CC(=C(C1)C=1C=CC2=C(C(=NO2)N(C(=O)OC(C)(C)C)C(=O)OC(C)(C)C)C1)OC1=C(C=C(C(=C1)F)S(N(C1=NC=NS1)CC1=C(C=C(C=C1)OC)OC)(=O)=O)F (di-tert-butyl [5-(5-chloro-2-{4-[(2,4-dimethoxybenzyl)(1,2,4-thiadiazol-5-yl)sulfamoyl]-2,5-difluorophenoxy}phenyl)-1,2-benzoxazol-3-yl]imidodicarbonate), ClC=1C=CC(=C(C1)C=1C=CC2=C(C(=NO2)N(C(OC(C)(C)C)=O)C)C1)OC1=C(C=C(C(=C1)F)S(N(C1=NC=NS1)CC1=C(C=C(C=C1)OC)OC)(=O)=O)F (tert-butyl (5-(5-chloro-2-(4-(N-(2,4-dimethoxybenzyl)-N-(1,2,4-thiadiazol-5-yl)sulfamoyl)-2,5-difluorophenoxy)phenyl)benzo[d]isoxazol-3-yl)(methyl)carbamate). Product: ClC1=CC(=C(OC2=CC(=C(C=C2F)S(=O)(=O)NC2=NC=NS2)F)C=C1)C=1C=CC2=C(C(=NO2)NC)C1 (4-(4-chloro-2-(3-(methylamino)benzo[d]isoxazol-5-yl)phenoxy)-2,5-difluoro-N-(1,2,4-thiadiazol-5-yl)benzenesulfonamide). Yield: 75.0%. Reaction SMILES: [Cl:1][C:2]1[CH:3]=[CH:4][C:5]([O:32][C:33]2[CH:38]=[C:37]([F:39])[C:36]([S:40](=[O:59])(=[O:58])[N:41](CC3C=CC(OC)=CC=3OC)[C:42]3[S:46][N:45]=[CH:44][N:43]=3)=[CH:35][C:34]=2[F:60])=[C:6]([C:8]2[CH:9]=[CH:10][C:11]3[O:15][N:14]=[C:13]([N:16](C(OC(C)(C)C)=O)[C:17](OC(C)(C)C)=O)[C:12]=3[CH:31]=2)[CH:7]=1.ClC1C=CC(OC2C=C(F)C(S(=O)(=O)N(CC3C=CC(OC)=CC=3OC)C3SN=CN=3)=CC=2F)=C(C2C=CC3ON=C(N(C)C(=O)OC(C)(C)C)C=3C=2)C=1>>[Cl:1][C:2]1[CH:3]=[CH:4][C:5]([O:32][C:33]2[C:34]([F:60])=[CH:35][C:36]([S:40]([NH:41][C:42]3[S:46][N:45]=[CH:44][N:43]=3)(=[O:59])=[O:58])=[C:37]([F:39])[CH:38]=2)=[C:6]([C:8]2[CH:9]=[CH:10][C:11]3[O:15][N:14]=[C:13]([NH:16][CH3:17])[C:12]=3[CH:31]=2)[CH:7]=1. Reported procedure: Following the procedure as described in EXAMPLE 44, making non-critical variations to replace di-tert-butyl [5-(5-chloro-2-{4-[(2,4-dimethoxybenzyl)(1,2,4-thiadiazol-5-yl)sulfamoyl]-2,5-difluorophenoxy}phenyl)-1,2-benzoxazol-3-yl]imidodicarbonate with tert-butyl (5-(5-chloro-2-(4-(N-(2,4-dimethoxybenzyl)-N-(1,2,4-thiadiazol-5-yl)sulfamoyl)-2,5-difluorophenoxy)phenyl)benzo[d]isoxazol-3-yl)(methyl)carbamate, 4-(4-chloro-2-(3-(methylamino)benzo[d]isoxazol-5-yl)phenoxy)-2,5-difluoro-N-(1,2,4-thiadia...